This data is from the Open Reaction Database (ORD), a public repository of structured organic reaction records. The task is: describe an organic reaction: reactants, conditions, products, and yield Starting materials: aqueous solution, C([O-])(O)=O.[Na+] (sodium bicarbonate), C(C)(C)(C)OC(=O)NC1[C@@H]2N(C(=C(CS2)\C=C\Cl)C(=O)OC(C2=CC=CC=C2)C2=CC=CC=C2)C1=O (benzhydryl 7-t-butoxycarbonylamino-3-[(E)-2-chlorovinyl]-3-cephem-4-carboxylate), O.C1(=CC=C(C=C1)S(=O)(=O)O)C (p-toluenesulfonic acid monohydrate), [Cl-].[Na+] (sodium chloride). Run in C(C)#N (acetonitrile). Conditions: temperature 35 celsius, time 50 minute. The product is NC1[C@@H]2N(C(=C(CS2)\C=C\Cl)C(=O)OC(C2=CC=CC=C2)C2=CC=CC=C2)C1=O (benzhydryl 7-amino-3-[(E)-2-chlorovinyl]-3-cephem-4-carboxylate). Yield: 61.7%. As a reaction SMILES: C(OC([NH:8][CH:9]1[C:35](=[O:36])[N:11]2[C:12]([C:19]([O:21][CH:22]([C:29]3[CH:34]=[CH:33][CH:32]=[CH:31][CH:30]=3)[C:23]3[CH:28]=[CH:27][CH:26]=[CH:25][CH:24]=3)=[O:20])=[C:13](/[CH:16]=[CH:17]/[Cl:18])[CH2:14][S:15][C@H:10]12)=O)(C)(C)C.O.C1(C)C=CC(S(O)(=O)=O)=CC=1.[Cl-].[Na+].C(=O)(O)[O-].[Na+]>C(#N)C>[NH2:8][CH:9]1[C:35](=[O:36])[N:11]2[C:12]([C:19]([O:21][CH:22]([C:29]3[CH:30]=[CH:31][CH:32]=[CH:33][CH:34]=3)[C:23]3[CH:28]=[CH:27][CH:26]=[CH:25][CH:24]=3)=[O:20])=[C:13](/[CH:16]=[CH:17]/[Cl:18])[CH2:14][S:15][C@H:10]12 |f:1.2,3.4,5.6|. Procedure: To a solution of benzhydryl 7-t-butoxycarbonylamino-3-[(E)-2-chlorovinyl]-3-cephem-4-carboxylate (5.0 g) in acetonitrile (50 ml) was added p-toluenesulfonic acid monohydrate (3.23 g). After stirring at 35° C. for 50 minutes, the mixture was poured into a saturated aqueous solution of sodium chloride, adjusted to pH 7.5 with 5% aqueous solution of sodium bicarbonate and extracted with ethyl acetate. The extract was washed with a saturated aqueous solution of sodium chloride, dried over magnesium ... Reactants: CC(=O)O, CCOC(COCCCCOc1c(Cl)cc(OCC=C(Cl)Cl)cc1Cl)OCC, Cl, O. The product is O=CCOCCCCOc1c(Cl)cc(OCC=C(Cl)Cl)cc1Cl. Reaction SMILES: [CH3:29][C:30](=[O:31])[OH:32].[Cl:1][c:2]1[cH:3][c:4]([O:23][CH2:24][CH:25]=[C:26]([Cl:27])[Cl:28])[cH:5][c:6]([Cl:22])[c:7]1[O:8][CH2:9][CH2:10][CH2:11][CH2:12][O:13][CH2:14][CH:15]([O:16][CH2:20][CH3:21])[O:17][CH2:18][CH3:19].[ClH:33].[OH2:34]>>[Cl:1][c:2]1[cH:3][c:4]([O:23][CH2:24][CH:25]=[C:26]([Cl:27])[Cl:28])[cH:5][c:6]([Cl:22])[c:7]1[O:8][CH2:9][CH2:10][CH2:11][CH2:12][O:13][CH2:14][CH:15]=[O:16].